Dataset: the Open Reaction Database (ORD), a public repository of structured organic reaction records. Task: describe an organic reaction: reactants, conditions, products, and yield Reactants: 19, NCC1=CC=NC=C1 (4-aminomethylpyridine), C(=O)=O (carbonic anhydride), CN1CCOCC1 (4-methylmorpholine), C(C(C)C)OC(=O)Cl (isobutylchloroformate). The product is C(C)(=O)NC(C(=O)NCC1=CC=NC=C1)C=1OC=CC1 (α-Acetamido-N-(4-pyridinylmethyl)-2-furanacetamide). Isolated yield 76.0%. RXN SMILES: C[N:2]1[CH2:7][CH2:6][O:5][CH2:4][CH2:3]1.[CH2:8]([O:12][C:13](Cl)=O)[CH:9]([CH3:11])C.[NH2:16][CH2:17][C:18]1[CH:23]=[CH:22][N:21]=[CH:20][CH:19]=1.C(=O)=[O:25]>>[C:7]([NH:2][CH:3]([C:13]1[O:12][CH:8]=[CH:9][CH:11]=1)[C:4]([NH:16][CH2:17][C:18]1[CH:23]=[CH:22][N:21]=[CH:20][CH:19]=1)=[O:5])(=[O:25])[CH3:6]. Procedure details: Making use of racemic 19 (3.00 g, 16.39 mmol), 4-methylmorpholine (1.66 g, 16.39 mmol), isobutylchloroformate (2.24 g, 16.39 mmol), and 4-aminomethylpyridine (1.77 g, 16.39 mmol) in the mixed carbonic anhydride method, gave 3.40 g (76%) of 8: mp 168°-170° C. (recrystallized from EtOAc); Rf 0.31 (8% MeOH/CHCl3); IR (KBr) 3180, 1650 (br), 1480, 1400, 1340, 780, 740 cm-1 ; 1H NMR (DMSO-d6) δ 1.90 (s, C(O)CH3), 4.32 (d, J=5.7 Hz, CH2), 5.57 (d, J=7.8 Hz, CH), 6.32-6.34 (m, C3H), 6.42-6.43 (m, C4H), ... The reactants are [H-].[Na+] (NaH), [NH4+].[Cl-] (NH4Cl), C(C)(C)(C)OC(=O)N1CCC(CC1)O (4-Hydroxy-piperidine-1-carboxylic-acid tert-butyl ester), BrCCCCBr (1,4-dibromobutane). RXN SMILES: [C:1]([O:5][C:6]([N:8]1[CH2:13][CH2:12][CH:11]([OH:14])[CH2:10][CH2:9]1)=[O:7])([CH3:4])([CH3:3])[CH3:2].[Br:15][CH2:16][CH2:17][CH2:18][CH2:19]Br.[H-].[Na+].[NH4+].[Cl-]>CN(C=O)C.CCOCC>[C:1]([O:5][C:6]([N:8]1[CH2:13][CH2:12][CH:11]([O:14][CH2:19][CH2:18][CH2:17][CH2:16][Br:15])[CH2:10][CH2:9]1)=[O:7])([CH3:4])([CH3:2])[CH3:3] |f:2.3,4.5|. Solvent: CN(C)C=O (DMF), CCOCC (Et2O). The product is C(C)(C)(C)OC(=O)N1CCC(CC1)OCCCCBr (4-(4-Bromo-butoxy)-piperidin-1-carboxylic acid tert-butyl ester). The yield is 14.8%. Procedure details: To a solution of 10 g (49.7 mmol) 4-Hydroxy-piperidine-1-carboxylic-acid tert-butyl ester and 18 ml (149 mmol) of 1,4-dibromobutane in 100 ml DMF was added under ice-cooling at 0° C., 3.25 g (74.53 mmol) NaH (57% in oil). After 2 h stirring at r.t., 140 ml of sat. NH4Cl-solution was added carefully. The reaction-mixture was diluted with Et2O and washed with water. The organic layer was concentrated in vacuo and the crude product was purified by chromatography on silica gel with Et2O/Hexane 1:2 t... Run at temperature 0 celsius, time 2 hour. The reactants are [H-].[Al+3].[Li+].[H-].[H-].[H-] (lithium aluminum hydride), C(C1=CC=CC=C1)N1CCC(CC1)(C(=O)OCC)NC1=CC(=CC=C1)C (ethyl 1-benzyl-4-(3-methylphenylamino)piperidine-4-carboxylate). Solvent: C(C)OCC (diethyl ether), C(C)OCC (diethyl ether). Reaction conditions: temperature 0 celsius, time 30 minute. The product is C(C1=CC=CC=C1)N1CCC(CC1)(NC1=CC(=CC=C1)C)CO (1-Benzyl-4-hydroxymethyl-4-(3-methylphenylamino)piperidine). RXN SMILES: [H-].[Al+3].[Li+].[H-].[H-].[H-].[CH2:7]([N:14]1[CH2:19][CH2:18][C:17]([NH:25][C:26]2[CH:31]=[CH:30][CH:29]=[C:28]([CH3:32])[CH:27]=2)([C:20](OCC)=[O:21])[CH2:16][CH2:15]1)[C:8]1[CH:13]=[CH:12][CH:11]=[CH:10][CH:9]=1>C(OCC)C>[CH2:7]([N:14]1[CH2:19][CH2:18][C:17]([CH2:20][OH:21])([NH:25][C:26]2[CH:31]=[CH:30][CH:29]=[C:28]([CH3:32])[CH:27]=2)[CH2:16][CH2:15]1)[C:8]1[CH:9]=[CH:10][CH:11]=[CH:12][CH:13]=1 |f:0.1.2.3.4.5|. Reported procedure: To a slurry of lithium aluminum hydride (330 mg, 8.7 mmol) in anhydrous diethyl ether (25 mL) at 0° C., a solution of ethyl 1-benzyl-4-(3-methylphenylamino)piperidine-4-carboxylate (2.8 g, 7.94 mmol) in diethyl ether (10 mL) was added dropwise with the temp. of the reacting mixture maintained below 10° C. The resulting mixture was stirred at 0° C. for 30 min, and quenched with successive addition of water (0.33 mL), 15% aqueous NaOH (0.33 mL), and water (1 mL). The resultant slurry was stirred a... The reactants are NC1=C(C(=O)O)C=C(C(=C1)OC)OCCCCl (2-amino-4-methoxy-5-(3-chloropropoxy)benzoic acid), C(=O)[O-].[NH4+] (ammonium formate). Solvent: C(=O)N (formamide). Conditions: temperature 47.5 celsius. The product is ClCCCOC=1C=C2C(NC=NC2=CC1OC)=O (6-(3-chloropropoxy)-7-methoxyquinazoline-4-one). Isolated yield 90.2%. RXN SMILES: [NH2:1][C:2]1[CH:10]=[C:9]([O:11][CH3:12])[C:8]([O:13][CH2:14][CH2:15][CH2:16][Cl:17])=[CH:7][C:3]=1[C:4](O)=[O:5].[CH:18]([O-])=O.[NH4+:21]>C(N)=O>[Cl:17][CH2:16][CH2:15][CH2:14][O:13][C:8]1[CH:7]=[C:3]2[C:2](=[CH:10][C:9]=1[O:11][CH3:12])[N:1]=[CH:18][NH:21][C:4]2=[O:5] |f:1.2|. Procedure: 2-amino-4-methoxy-5-(3-chloropropoxy)benzoic acid (450 gm), formamide (2250 ml) and ammonium formate (200 gm) were heated to 170-180° C. for 3-4 hours. The reaction mass was concentrated under reduced pressure at 140-150° C. The residue was stirred in methanol (1000 ml) at 45-50° C. and cooled to 5-10° C. The solid obtained was filtered to yield the title compound (420 gm, 90% yield).